Dataset: the Open Reaction Database (ORD), a public repository of structured organic reaction records. Task: describe an organic reaction: reactants, conditions, products, and yield Reactants: COc1cccc2[nH]ccc12, O=C(Cl)C(Cl)(Cl)Cl, ClCCl, c1ccncc1. Yields the product COc1cccc2[nH]cc(C(=O)C(Cl)(Cl)Cl)c12. RXN SMILES: [CH3:1][O:2][c:3]1[c:4]2[cH:5][cH:6][nH:7][c:8]2[cH:9][cH:10][cH:11]1.[Cl:18][C:19]([C:20](=[O:21])[Cl:22])([Cl:23])[Cl:24].[Cl:25][CH2:26][Cl:27].[cH:12]1[cH:13][cH:14][n:15][cH:16][cH:17]1>>[CH3:1][O:2][c:3]1[c:4]2[c:5]([C:20]([C:19]([Cl:18])([Cl:23])[Cl:24])=[O:21])[cH:6][nH:7][c:8]2[cH:9][cH:10][cH:11]1. Reactants: BrC1=C(C=C2C=NNC2=C1)O (6-bromo-5-hydroxy-1H-indazole), C1CC=COC1 (DHP), CS(=O)(=O)O (CH3SO3H). The solvent is C1CCOC1 (THF). Reaction conditions: time 22 hour. The product is BrC=1C(=CC2=CN(N=C2C1)C1OCCCC1)O (6-Bromo-2-(tetrahydro-2H-pyran-2-yl)-2H-indazol-5-ol). Isolated yield 162.3%. RXN SMILES: [Br:1][C:2]1[CH:10]=[C:9]2[C:5]([CH:6]=[N:7][NH:8]2)=[CH:4][C:3]=1[OH:11].[CH2:12]1[CH2:17][O:16][CH:15]=[CH:14][CH2:13]1.CS(O)(=O)=O>C1COCC1>[Br:1][C:2]1[C:3]([OH:11])=[CH:4][C:5]2[C:9]([CH:10]=1)=[N:8][N:7]([CH:15]1[CH2:14][CH2:13][CH2:12][CH2:17][O:16]1)[CH:6]=2. Procedure: To a solution of 6-bromo-5-hydroxy-1H-indazole (725.0 g, 3.4 mol) in THF (10.2 L) is added DHP (336.5 mL, 3.57 mol) and CH3SO3H (65.4 g, 0.68 mol) at RT. The resulting mixture is stirred at RT for 22 hours. The reaction mixture is quenched with distilled water (6 L) and extracted with EtOAc (6 L). Saturated aqueous NaHCO3 solution (1100 mL) is added to adjust the pH to 8. After phase separation, the organic phase is washed with water (4 L) and then saturated aqueous sodium chloride (3 L), dried ... The product is CC1=NC2=CC=C(C(=C2C=C1)[N+](=O)[O-])C (2,6-Dimethyl-5-nitroquinoline). Reaction SMILES: [CH3:1][C:2]1[CH:11]=[CH:10][C:9]2[C:4](=[CH:5][CH:6]=[C:7]([CH3:12])[CH:8]=2)[N:3]=1.S(=O)(=O)(O)O.[N+:18]([O-])([O-:20])=[O:19].[K+].N>>[CH3:1][C:2]1[CH:11]=[CH:10][C:9]2[C:4](=[CH:5][CH:6]=[C:7]([CH3:12])[C:8]=2[N+:18]([O-:20])=[O:19])[N:3]=1 |f:2.3|. Reported procedure: 3 g (19.08 mmol) of 2,6-dimethylquinoline is introduced into 15 ml of concentrated sulfuric acid at 10° C. After one-half hour, a solution of 2.03 g of potassium nitrate in 11.4 concentrated sulfuric acid is added in drops, specifically so that the temperature remains between 5° and 15° C. The batch is stirred for one more hour and then poured onto ice water. It is made ammonia-alkaline, and the deposited precipitate is suctioned off. After washing with water, the crude product is dissolved in e... Starting materials: N (ammonia), CC1=NC2=CC=C(C=C2C=C1)C (2,6-dimethylquinoline), S(O)(O)(=O)=O (sulfuric acid), [N+](=O)([O-])[O-].[K+] (potassium nitrate), S(O)(O)(=O)=O (sulfuric acid). Reactants: CC(=O)C (acetone), NC=1C=CC(=C(C1)C(F)(F)F)Cl (5-Amino-2-chlorobenzotrifluoride), C(#N)[BH3-].[Na+] (sodium cyanoborohydride). The solvent is CO (methanol). Reagents/catalysts: [Cl-].[Zn+2].[Cl-] (zinc chloride). Product: ClC1=C(C=C(C=C1)NC(C)C)C(F)(F)F ((4-Chloro-3-trifluoromethyl-phenyl)-isopropyl-amine). Isolated yield 74.3%. RXN SMILES: [NH2:1][C:2]1[CH:3]=[CH:4][C:5]([Cl:12])=[C:6]([C:8]([F:11])([F:10])[F:9])[CH:7]=1.[CH3:13][C:14]([CH3:16])=O.C([BH3-])#N.[Na+]>CO.[Cl-].[Zn+2].[Cl-]>[Cl:12][C:5]1[CH:4]=[CH:3][C:2]([NH:1][CH:14]([CH3:16])[CH3:13])=[CH:7][C:6]=1[C:8]([F:9])([F:10])[F:11] |f:2.3,5.6.7|. Reported procedure: 5-Amino-2-chlorobenzotrifluoride (0.587 g, 3.0 mmol) was dissolved in methanol (30 ml). Then acetone (1.58 ml, 30 mmol) and zinc chloride (1.635 g, 12 mmol) were added and the reaction mixture was cooled with an ice bath. After adding sodium cyanoborohydride (0.566 g, 9.0 mmol) the mixture was allowed to stir at 40° C. overnight. After cooling, the reaction mixture was poured onto ammonium chloride/ice and extracted with ethyl acetate (2 times 50 ml). The organic layer was dried over magnesium s... Reaction conditions: temperature 40 celsius, time 8 hour. Starting materials: NC1=C(C=CC=C1)NS(=O)(=O)C1=CC=C(C=C1)Cl (N-(2-amino-phenyl)-4-chlorobenzenesulfonamide), ClC1=C(C=C(C=C1)C(F)(F)F)S(=O)(=O)Cl (2-chloro-5-(trifluoromethyl)benzenesulfonyl chloride). Solvent: C(Cl)Cl (DCM), N1=CC=CC=C1 (pyridine), C(Cl)Cl (DCM). Conditions: time 8 hour. The product is ClC1=C(C=C(C=C1)C(F)(F)F)S(=O)(=O)NC1=C(C=CC=C1)NS(=O)(=O)C1=CC=C(C=C1)Cl (2-chloro-N-[2-(4-chloro-benzenesulfonylamino)phenyl]-5-trifluoromethylbenzenesulfonamide). Yield: 79.8%. Reaction SMILES: [NH2:1][C:2]1[CH:7]=[CH:6][CH:5]=[CH:4][C:3]=1[NH:8][S:9]([C:12]1[CH:17]=[CH:16][C:15]([Cl:18])=[CH:14][CH:13]=1)(=[O:11])=[O:10].[Cl:19][C:20]1[CH:25]=[CH:24][C:23]([C:26]([F:29])([F:28])[F:27])=[CH:22][C:21]=1[S:30](Cl)(=[O:32])=[O:31]>C(Cl)Cl.N1C=CC=CC=1>[Cl:19][C:20]1[CH:25]=[CH:24][C:23]([C:26]([F:28])([F:27])[F:29])=[CH:22][C:21]=1[S:30]([NH:1][C:2]1[CH:7]=[CH:6][CH:5]=[CH:4][C:3]=1[NH:8][S:9]([C:12]1[CH:13]=[CH:14][C:15]([Cl:18])=[CH:16][CH:17]=1)(=[O:11])=[O:10])(=[O:32])=[O:31]. Procedure details: To a solution of N-(2-amino-phenyl)-4-chlorobenzenesulfonamide (1.0 mmol, prepared as in Example 11) in DCM (2 mL) and pyridine (2 mL), 2-chloro-5-(trifluoromethyl)benzenesulfonyl chloride (1.1 mmol) was added at RT and the reaction mixture was then allowed to stir at RT overnight. The reaction mixture was then diluted with DCM (10 mL). The organic phase was washed with 10% aqueous HCl (10 mL), water (10 mL), and brine (10 mL). The organic phase was dried over anhydrous sodium sulfate and concen... Reactants: ClC=1C=C(C(=O)NN)C=CC1O (3-chloro-4-hydroxybenzoic acid hydrazide), BrCCOC1=C(C=C(C=O)C=C1OC)Cl (4-(2-bromoethoxy)-3-chloro-5-methoxybenzaldehyde), C1NCCC2=CC=CC=C12 (1,2,3,4-tetrahydroisoquinoline), FC(C(=O)O)(F)F (trifluoroacetic acid), residue. Run in mixture, N (ammonia), CO (methanol), ClCCl (dichloromethane). The product is ClC=1C=C(C=NNC(C2=CC(=C(C=C2)O)Cl)=O)C=C(C1OCCN1CC2=CC=CC=C2CC1)OC (3-Chloro-4-hydroxybenzoic Acid {3-Chloro-4-[2-(1,2,3,4-tetrahydro-isoquinolin-2-yl)ethoxy]-5-methoxybenzylidene}hydrazide). As a reaction SMILES: [Cl:1][C:2]1[CH:3]=[C:4]([CH:9]=[CH:10][C:11]=1[OH:12])[C:5]([NH:7][NH2:8])=[O:6].Br[CH2:14][CH2:15][O:16][C:17]1[C:24]([O:25][CH3:26])=[CH:23][C:20]([CH:21]=O)=[CH:19][C:18]=1[Cl:27].[CH2:28]1[C:37]2[C:32](=[CH:33][CH:34]=[CH:35][CH:36]=2)[CH2:31][CH2:30][NH:29]1.FC(F)(F)C(O)=O>N.CO.ClCCl>[Cl:27][C:18]1[CH:19]=[C:20]([CH:23]=[C:24]([O:25][CH3:26])[C:17]=1[O:16][CH2:15][CH2:14][N:29]1[CH2:30][CH2:31][C:32]2[C:37](=[CH:36][CH:35]=[CH:34][CH:33]=2)[CH2:28]1)[CH:21]=[N:8][NH:7][C:5](=[O:6])[C:4]1[CH:9]=[CH:10][C:11]([OH:12])=[C:2]([Cl:1])[CH:3]=1. Reported procedure: This compound was prepared analogously to the compound described in the previous example starting from resin bound 3-chloro-4-hydroxybenzoic acid hydrazide (resin—[building block 1]) (2 g, 2 mmoles), 4-(2-bromoethoxy)-3-chloro-5-methoxybenzaldehyde ([building block 2]) (0.81 g, 1.5 equivs.), and 1,2,3,4-tetrahydroisoquinoline ([building block 3]) (2.5 g, 10 equivs.). After cleavage with 50% trifluoroacetic acid, the residue (1.0 g) was dissolved in 15 ml of a mixture of 25% aq. ammonia, methanol... Starting materials: C1CC(=O)N(C1=O)OC(=O)CCCCCNC(=O)CCCC[C@H]2[C@@H]3[C@H](CS2)NC(=O)N3 (NHS-LC-biotin), Example 5 ( a ), P(=O)([O-])([O-])[O-] (phosphate). The product is OC(=O)CCCC[C@@H]1SC[C@@H]2NC(=O)N[C@H]12 (biotin). Reaction SMILES: C1C(=O)N(OC(CCCCCN[C:17]([CH2:19][CH2:20][CH2:21][CH2:22][C@@H:23]2[S:27][CH2:26][C@@H:25]3[NH:28][C:29]([NH:31][C@H:24]23)=[O:30])=[O:18])=O)C(=O)C1.P([O-])([O-])([O-])=[O:33]>>[OH:33][C:17]([CH2:19][CH2:20][CH2:21][CH2:22][C@H:23]1[C@@H:24]2[C@@H:25]([NH:28][C:29]([NH:31]2)=[O:30])[CH2:26][S:27]1)=[O:18]. Procedure: OA (manufactured by Sigma Co., 30 mg) was dissolved in 0.1M phosphate buffer (pH 7.0 , 1 ml), thereto was added an NHS-LC-biotin solution (manufactured by Pierce Chemical Co., 12.6 mg/ml 0.1M phosphate buffer, pH 7.0; 100 μl) and the mixture was reacted at 30° C. for 1 hour. Thereafter, the procedure in Example 5 (a) was repeated to give a biotin-OA fraction.